From a dataset of the Open Reaction Database (ORD), a public repository of structured organic reaction records. describe an organic reaction: reactants, conditions, products, and yield RXN SMILES: [C:20](=[O:21])([O-:22])[O-:23].[CH2:26]([CH3:27])[Br:28].[CH3:29][N:30]([CH3:31])[CH:32]=[O:33].[Cs+:24].[Cs+:25].[N+:1](=[O:2])([O-:3])[c:4]1[c:5]([S:10](=[O:11])(=[O:12])[NH:13][CH:14]([C:15](=[O:16])[O:17][CH3:18])[CH3:19])[cH:6][cH:7][cH:8][cH:9]1>>[N+:1](=[O:2])([O-:3])[c:4]1[c:5]([S:10](=[O:11])(=[O:12])[N:13]([CH:14]([C:15](=[O:16])[O:17][CH3:18])[CH3:19])[CH2:26][CH3:27])[cH:6][cH:7][cH:8][cH:9]1. Starting materials: O=C([O-])[O-], CCBr, CN(C)C=O, [Cs+], [Cs+], COC(=O)C(C)NS(=O)(=O)c1ccccc1[N+](=O)[O-]. Yields the product CCN(C(C)C(=O)OC)S(=O)(=O)c1ccccc1[N+](=O)[O-]. The reactants are C(C)(C)(C)OC(CNC1=C(C=C(C(=C1)F)C(F)(F)F)[N+](=O)[O-])=O (N-(5-fluoro-2-nitro-4-trifluoromethylphenyl)glycine tert-butyl ester), N1C=NC=C1 (imidazole). Run in CN(C)C=O (DMF). Run at temperature 60 celsius, time 2 hour. The product is C(C)(C)(C)OC(CNC1=C(C=C(C(=C1)N1C=NC=C1)C(F)(F)F)[N+](=O)[O-])=O (N-[5-(1H-imidazol-1-yl)-2-nitro-4-trifluoromethylphenyl)glycine tert-butyl ester). Yield: 83.6%. As a reaction SMILES: [C:1]([O:5][C:6](=[O:23])[CH2:7][NH:8][C:9]1[CH:14]=[C:13](F)[C:12]([C:16]([F:19])([F:18])[F:17])=[CH:11][C:10]=1[N+:20]([O-:22])=[O:21])([CH3:4])([CH3:3])[CH3:2].[NH:24]1[CH:28]=[CH:27][N:26]=[CH:25]1>CN(C=O)C>[C:1]([O:5][C:6](=[O:23])[CH2:7][NH:8][C:9]1[CH:14]=[C:13]([N:24]2[CH:28]=[CH:27][N:26]=[CH:25]2)[C:12]([C:16]([F:19])([F:18])[F:17])=[CH:11][C:10]=1[N+:20]([O-:22])=[O:21])([CH3:4])([CH3:3])[CH3:2]. Procedure details: A mixture of 9.36 g (27.7 mmol) of N-(5-fluoro-2-nitro-4-trifluoromethylphenyl)glycine tert-butyl ester, 7.54 g of imidazole and 30 ml of DMF was stirred for 2 hours on an oil bath at 60° C. After cooling, the reaction mixture was concentrated under reduced pressure. The residue was poured into water and the compound so precipitated was collected by filtration. The resulting compound was washed successively with water and ethyl ether and then dried under reduced pressure to give 8.95 g (84%) of ... Reactants: [H-].[Na+] (sodium hydride), ClC1=CC=CC(=C1C(=O)O)S (6-chloro-2-mercaptobenzoic acid), three, aqueous solution, [Cl-].[Na+] (sodium chloride), COC1=NC(=NC(=C1)OC)S(=O)(=O)C (4,6-dimethoxy-2-methylsulfonylpyrimidine), Cl (hydrochloric acid). Run in CN(C=O)C (dimethylformamide), O (Water), C(C)(=O)OCC (ethyl acetate). Conditions: time 30 minute. Product: ClC1=CC=CC(=C1C(=O)O)SC1=NC(=CC(=N1)OC)OC (6-chloro-2-(4,6-dimethoxypyrimidin-2-ylthio)benzoic acid). RXN SMILES: [Cl:1][C:2]1[C:7]([C:8]([OH:10])=[O:9])=[C:6]([SH:11])[CH:5]=[CH:4][CH:3]=1.[H-].[Na+].[CH3:14][O:15][C:16]1[CH:21]=[C:20]([O:22][CH3:23])[N:19]=[C:18](S(C)(=O)=O)[N:17]=1.[Cl-].[Na+].Cl>CN(C)C=O.C(OCC)(=O)C.O>[Cl:1][C:2]1[C:7]([C:8]([OH:10])=[O:9])=[C:6]([S:11][C:18]2[N:19]=[C:20]([O:22][CH3:23])[CH:21]=[C:16]([O:15][CH3:14])[N:17]=2)[CH:5]=[CH:4][CH:3]=1 |f:1.2,4.5|. Procedure details: A solution of 1.4 grams (0.007 mole) of 6-chloro-2-mercaptobenzoic acid in 50 mL of dimethylformamide was stirred, and 0.6 gram (0.01 mole) of 60% sodium hydride in mineral oil was added in two portions during a 3 minute period. After this time the reaction mixture was stirred for 30 minutes, and 1.6 grams (0.007 mole) of 4,6-dimethoxy-2-methylsulfonylpyrimidine (prepared as in Example 1, Steps A-C) was added. Upon completion of addition, the reaction mixture was stirred for about 60 hours. Afte... Reactants: C(=O)([O-])[O-].[K+].[K+].CC(=O)C (K2CO3 acetone), BrC1=C(C=CC=C1)CC(=O)OC (methyl 2-bromophenylacetate), C1(=CC=CC=C1)O (phenol), ClC=1C=C(C=O)C=C(C1O)OC (3-chloro-4-hydroxy-5-methoxybenzaldehyde). The product is ClC1=C(OC(C(=O)OC)C2=CC=CC=C2)C(=CC(=C1)CO)OC (methyl 2-(2-chloro-4-hydroxymethyl-6-methoxyphenoxy)-2-phenylacetate). Isolated yield 63.9%. RXN SMILES: C([O-])([O-])=O.[K+].[K+].CC(C)=O.C1(O)C=CC=CC=1.[Cl:18][C:19]1[CH:20]=[C:21]([CH:24]=[C:25]([O:28][CH3:29])[C:26]=1[OH:27])[CH:22]=[O:23].Br[C:31]1[CH:36]=[CH:35][CH:34]=[CH:33][C:32]=1[CH2:37][C:38]([O:40][CH3:41])=[O:39]>>[Cl:18][C:19]1[CH:20]=[C:21]([CH2:22][OH:23])[CH:24]=[C:25]([O:28][CH3:29])[C:26]=1[O:27][CH:37]([C:32]1[CH:33]=[CH:34][CH:35]=[CH:36][CH:31]=1)[C:38]([O:40][CH3:41])=[O:39] |f:0.1.2.3|. Procedure details: Using the K2CO3 /acetone conditions for phenol alkylation described in Step A of Example 30, 0.50 g (2.65 mmol) of 3-chloro-4-hydroxy-5-methoxybenzaldehyde was alkylated with 0.668 g (2.92 mmol) of methyl 2-bromophenylacetate to afford 0.570 g (64%) of the title compound. Reactants: C=CCNc1cccc(C(=O)CCC(=O)OC)c1, CCO, Cl, [K+], [OH-], O. Yields the product C=CCNc1cccc(C(=O)CCC(=O)O)c1. As a reaction SMILES: [CH2:1]([CH:2]=[CH2:3])[NH:4][c:5]1[cH:6][c:7]([C:8](=[O:9])[CH2:10][CH2:11][C:12](=[O:13])[O:14][CH3:15])[cH:16][cH:17][cH:18]1.[CH3:21][CH2:22][OH:23].[ClH:24].[K+:20].[OH-:19].[OH2:25]>>[CH2:1]([CH:2]=[CH2:3])[NH:4][c:5]1[cH:6][c:7]([C:8](=[O:9])[CH2:10][CH2:11][C:12](=[O:13])[OH:14])[cH:16][cH:17][cH:18]1. Reactants: C1COCCN1, CCO, CCOC(=O)c1c(CCl)nc2cc(OC)c(OC)cc2c1-c1ccc(OC)c(OC(C)C)c1, Cl. As a reaction SMILES: [CH2:34]1[CH2:35][O:36][CH2:37][CH2:38][NH:39]1.[CH3:41][CH2:42][OH:43].[Cl:1][CH2:2][c:3]1[n:4][c:5]2[cH:6][c:7]([O:32][CH3:33])[c:8]([O:30][CH3:31])[cH:9][c:10]2[c:11](-[c:18]2[cH:19][c:20]([O:26][CH:27]([CH3:28])[CH3:29])[c:21]([O:24][CH3:25])[cH:22][cH:23]2)[c:12]1[C:13](=[O:14])[O:15][CH2:16][CH3:17].[ClH:40]>>[CH2:2]([c:3]1[n:4][c:5]2[cH:6][c:7]([O:32][CH3:33])[c:8]([O:30][CH3:31])[cH:9][c:10]2[c:11](-[c:18]2[cH:19][c:20]([O:26][CH:27]([CH3:28])[CH3:29])[c:21]([O:24][CH3:25])[cH:22][cH:23]2)[c:12]1[C:13](=[O:14])[O:15][CH2:16][CH3:17])[N:39]1[CH2:34][CH2:35][O:36][CH2:37][CH2:38]1.[ClH:1]. Yields the product CCOC(=O)c1c(CN2CCOCC2)nc2cc(OC)c(OC)cc2c1-c1ccc(OC)c(OC(C)C)c1, Cl.